This data is from the Open Reaction Database (ORD), a public repository of structured organic reaction records. The task is: describe an organic reaction: reactants, conditions, products, and yield The product is COc1ccc(C2CCCC3CCC(=Cc4ccc(-n5cnc(C)c5)c(OC)c4)C(=O)N32)cc1. RXN SMILES: [CH3:31][O:32][c:33]1[cH:34][c:35]([CH:36]=[O:37])[cH:38][cH:39][c:40]1-[n:41]1[cH:42][n:43][c:44]([CH3:46])[cH:45]1.[CH3:47][CH2:48][O:49][C:50](=[O:51])[CH3:52].[CH3:4][O:5][c:6]1[cH:7][cH:8][c:9]([CH:12]2[N:13]3[C:14](=[O:30])[CH:15]([P:22](=[O:23])([O:24][CH2:25][CH3:26])[O:27][CH2:28][CH3:29])[CH2:16][CH2:17][CH:18]3[CH2:19][CH2:20][CH2:21]2)[cH:10][cH:11]1.[CH3:58][CH2:59][OH:60].[Li+:3].[O:53]1[CH2:54][CH2:55][CH2:56][CH2:57]1.[OH-:2].[OH2:1]>>[CH3:4][O:5][c:6]1[cH:7][cH:8][c:9]([CH:12]2[N:13]3[C:14](=[O:30])[C:15](=[CH:36][c:35]4[cH:34][c:33]([O:32][CH3:31])[c:40](-[n:41]5[cH:42][n:43][c:44]([CH3:46])[cH:45]5)[cH:39][cH:38]4)[CH2:16][CH2:17][CH:18]3[CH2:19][CH2:20][CH2:21]2)[cH:10][cH:11]1. Reactants: COc1cc(C=O)ccc1-n1cnc(C)c1, CCOC(C)=O, CCOP(=O)(OCC)C1CCC2CCCC(c3ccc(OC)cc3)N2C1=O, CCO, [Li+], C1CCOC1, [OH-], O. Reactants: Cl (hydrochloric acid), NC1=NC=2C=C(C=CC2C2=C1N=C(N2CCCCNC(OC(C)(C)C)=O)CCC)Br (tert-butyl [4-(4-amino-7-bromo-2-propyl-1H-imidazo[4,5-c]quinolin-1-yl)butyl]carbamate), [OH-].[Na+] (sodium hydroxide). Solvent: C(C)O (ethanol). Conditions: time 30 minute. Yields the product NCCCCN1C(=NC=2C(=NC=3C=C(C=CC3C21)Br)N)CCC (1-(4-aminobutyl)-7-bromo-2-propyl-1H-imidazo[4,5-c]quinolin-4-amine). RXN SMILES: Cl.[NH2:2][C:3]1[C:12]2[N:13]=[C:14]([CH2:28][CH2:29][CH3:30])[N:15]([CH2:16][CH2:17][CH2:18][CH2:19][NH:20]C(=O)OC(C)(C)C)[C:11]=2[C:10]2[CH:9]=[CH:8][C:7]([Br:31])=[CH:6][C:5]=2[N:4]=1.[OH-].[Na+]>C(O)C>[NH2:20][CH2:19][CH2:18][CH2:17][CH2:16][N:15]1[C:11]2[C:10]3[CH:9]=[CH:8][C:7]([Br:31])=[CH:6][C:5]=3[N:4]=[C:3]([NH2:2])[C:12]=2[N:13]=[C:14]1[CH2:28][CH2:29][CH3:30] |f:2.3|. Reported procedure: Concentrated hydrochloric acid (˜15 mL) was added to a suspension of tert-butyl [4-(4-amino-7-bromo-2-propyl-1H-imidazo[4,5-c]quinolin-1-yl)butyl]carbamate (3.19 g, 6.7 mmol) in ethanol (6.4 mL), and the reaction was stirred for 30 minutes. The reaction was adjusted to pH 13 with the addition of 50% aqueous sodium hydroxide. A precipitate formed, was isolated by filtration, washed with 1% sodium carbonate, and dried overnight on the filter funnel to provide 1-(4-aminobutyl)-7-bromo-2-propyl-1H-i... Starting materials: CC(C)(C)[O-], COCCl, CCNc1cc(-c2ccnc(Nc3cccc(Cl)c3)n2)ccn1, [K+], C1CCOC1. Yields the product CCN(COC)c1cc(-c2ccnc(Nc3cccc(Cl)c3)n2)ccn1. RXN SMILES: [CH3:1][C:2]([CH3:3])([O-:4])[CH3:5].[Cl:30][CH2:31][O:32][CH3:33].[Cl:7][c:8]1[cH:9][c:10]([NH:14][c:15]2[n:16][cH:17][cH:18][c:19](-[c:21]3[cH:22][c:23]([NH:27][CH2:28][CH3:29])[n:24][cH:25][cH:26]3)[n:20]2)[cH:11][cH:12][cH:13]1.[K+:6].[O:34]1[CH2:35][CH2:36][CH2:37][CH2:38]1>>[Cl:7][c:8]1[cH:9][c:10]([NH:14][c:15]2[n:16][cH:17][cH:18][c:19](-[c:21]3[cH:22][c:23]([N:27]([CH2:28][CH3:29])[CH2:31][O:32][CH3:33])[n:24][cH:25][cH:26]3)[n:20]2)[cH:11][cH:12][cH:13]1.